Task: describe an organic reaction: reactants, conditions, products, and yield. Dataset: the Open Reaction Database (ORD), a public repository of structured organic reaction records Starting materials: step-iii, FC=1C=C(CN2N=C(C(=C2C)C2=CN(C3=NC=C(C=C32)C=3C=CC(=C(C3)NS(=O)(=O)C)OCCCO)S(=O)(=O)C3=CC=C(C)C=C3)C)C=CC1 (N-(5-(3-(1-(3-fluorobenzyl)-3,5-dimethyl-1H-pyrazol-4-yl)-1-tosyl-1H-pyrrolo[2,3-b]pyridin-5-yl)-2-(3-hydroxypropoxyl)phenyl) methanesulfonamide), [OH-].[Li+] (lithium hydroxide). Run in C1CCOC1.CO.O (THF methanol water). Product: FC=1C=C(CN2N=C(C(=C2C)C2=CNC3=NC=C(C=C32)C=3C=CC(=C(C3)NS(=O)(=O)C)OCCCO)C)C=CC1 (N-(5-(3-(1-(3-fluorobenzyl)-3,5-dimethyl-1H-pyrazol-4-yl)-1H-pyrrolo[2,3-b]pyridin-5-yl)-2-(3-hydroxypropoxy)phenyl)methanesulfonamide). Yield: 11.1%. RXN SMILES: [F:1][C:2]1[CH:3]=[C:4]([CH:48]=[CH:49][CH:50]=1)[CH2:5][N:6]1[C:10]([CH3:11])=[C:9]([C:12]2[C:20]3[C:15](=[N:16][CH:17]=[C:18]([C:21]4[CH:22]=[CH:23][C:24]([O:32][CH2:33][CH2:34][CH2:35][OH:36])=[C:25]([NH:27][S:28]([CH3:31])(=[O:30])=[O:29])[CH:26]=4)[CH:19]=3)[N:14](S(C3C=CC(C)=CC=3)(=O)=O)[CH:13]=2)[C:8]([CH3:47])=[N:7]1.[OH-].[Li+]>C1COCC1.CO.O>[F:1][C:2]1[CH:3]=[C:4]([CH:48]=[CH:49][CH:50]=1)[CH2:5][N:6]1[C:10]([CH3:11])=[C:9]([C:12]2[C:20]3[C:15](=[N:16][CH:17]=[C:18]([C:21]4[CH:22]=[CH:23][C:24]([O:32][CH2:33][CH2:34][CH2:35][OH:36])=[C:25]([NH:27][S:28]([CH3:31])(=[O:30])=[O:29])[CH:26]=4)[CH:19]=3)[NH:14][CH:13]=2)[C:8]([CH3:47])=[N:7]1 |f:1.2,3.4.5|. Procedure details: Using similar reaction conditions as described in step-iii of example-1, N-(5-(3-(1-(3-fluorobenzyl)-3,5-dimethyl-1H-pyrazol-4-yl)-1-tosyl-1H-pyrrolo[2,3-b]pyridin-5-yl)-2-(3-hydroxypropoxyl)phenyl) methanesulfonamide (60 mg, 0.08 mmol) was hydrolyzed by lithium hydroxide (6 mg, 0.25 mmol), THF/methanol/water (1/1/0.5 ml) to afford 5 mg (1.1% yield) of the titled compound. 1H NMR (DMSO-d6, 400 MHz): δ 11.85 (s, 1H), 8.90 (s, 1H), 8.47 (s, 1H), 7.77 (s, 1H), 7.52-7.41 (m, 4H), 7.15-7.00 (m, 4H), ... Starting materials: CC(C)(C)OC(=O)N1CCCC2(CCNCC2)C1, CCCCCO, CCN(C(C)C)C(C)C, Cc1ccc(S(=O)(=O)n2ccc3c(-c4c(-c5ccc(F)cc5)nc5ccc(Cl)nn45)ccnc32)cc1, Cl. Product: Cc1ccc(S(=O)(=O)n2ccc3c(-c4c(-c5ccc(F)cc5)nc5ccc(N6CCC7(CCCN(C(=O)OC(C)(C)C)C7)CC6)nn45)ccnc32)cc1. As a reaction SMILES: [CH2:38]1[N:39]([C:49](=[O:50])[O:51][C:52]([CH3:53])([CH3:54])[CH3:55])[CH2:40][CH2:41][CH2:42][C:43]12[CH2:44][CH2:45][NH:46][CH2:47][CH2:48]2.[CH2:65]([OH:66])[CH2:67][CH2:68][CH2:69][CH3:70].[CH:56]([N:57]([CH:58]([CH3:59])[CH3:60])[CH2:61][CH3:62])([CH3:63])[CH3:64].[Cl:1][c:2]1[cH:3][cH:4][c:5]2[n:6]([n:7]1)[c:8](-[c:18]1[c:19]3[c:20]([n:21][cH:22][cH:23]1)[n:24]([S:27](=[O:28])(=[O:29])[c:30]1[cH:31][cH:32][c:33]([CH3:36])[cH:34][cH:35]1)[cH:25][cH:26]3)[c:9](-[c:11]1[cH:12][cH:13][c:14]([F:17])[cH:15][cH:16]1)[n:10]2.[ClH:37]>>[c:2]1([N:46]2[CH2:45][CH2:44][C:43]3([CH2:38][N:39]([C:49](=[O:50])[O:51][C:52]([CH3:53])([CH3:54])[CH3:55])[CH2:40][CH2:41][CH2:42]3)[CH2:48][CH2:47]2)[cH:3][cH:4][c:5]2[n:6]([n:7]1)[c:8](-[c:18]1[c:19]3[c:20]([n:21][cH:22][cH:23]1)[n:24]([S:27](=[O:28])(=[O:29])[c:30]1[cH:31][cH:32][c:33]([CH3:36])[cH:34][cH:35]1)[cH:25][cH:26]3)[c:9](-[c:11]1[cH:12][cH:13][c:14]([F:17])[cH:15][cH:16]1)[n:10]2.